Dataset: the Open Reaction Database (ORD), a public repository of structured organic reaction records. Task: describe an organic reaction: reactants, conditions, products, and yield Reactants: [Al+3], CCOC(=O)c1cn2cc(-c3cnc(N(C(=O)OC(C)(C)C)C(C)C)s3)cc(-c3ccccc3)c2n1, [H-], [H-], [H-], [H-], [Li+]. Product: CC(C)N(C(=O)OC(C)(C)C)c1ncc(-c2cc(-c3ccccc3)c3nc(CO)cn3c2)s1. RXN SMILES: [Al+3:38].[C:1]([CH3:2])([CH3:3])([CH3:4])[O:5][C:6](=[O:7])[N:8]([c:9]1[s:10][c:11](-[c:14]2[cH:15][c:16](-[c:28]3[cH:29][cH:30][cH:31][cH:32][cH:33]3)[c:17]3[n:18]([cH:19]2)[cH:20][c:21]([C:23](=[O:24])[O:25][CH2:26][CH3:27])[n:22]3)[cH:12][n:13]1)[CH:34]([CH3:35])[CH3:36].[H-:37].[H-:40].[H-:41].[H-:42].[Li+:39]>>[C:1]([CH3:2])([CH3:3])([CH3:4])[O:5][C:6](=[O:7])[N:8]([c:9]1[s:10][c:11](-[c:14]2[cH:15][c:16](-[c:28]3[cH:29][cH:30][cH:31][cH:32][cH:33]3)[c:17]3[n:18]([cH:19]2)[cH:20][c:21]([CH2:23][OH:24])[n:22]3)[cH:12][n:13]1)[CH:34]([CH3:35])[CH3:36]. Starting materials: CCO, S=C1c2cccc3cccc(c23)N1Cc1ccccc1, NCCCn1ccnc1. The product is c1ccc(CN2C(=NCCCn3ccnc3)c3cccc4cccc2c34)cc1. Reaction SMILES: [CH2:30]([OH:31])[CH3:32].[c:1]1([CH2:7][N:8]2[C:9](=[S:20])[c:10]3[c:11]4[c:12]([cH:13][cH:14][cH:15][c:16]42)[cH:17][cH:18][cH:19]3)[cH:2][cH:3][cH:4][cH:5][cH:6]1.[n:21]1([CH2:26][CH2:27][CH2:28][NH2:29])[cH:22][n:23][cH:24][cH:25]1>>[c:1]1([CH2:7][N:8]2[C:9](=[N:29][CH2:28][CH2:27][CH2:26][n:21]3[cH:22][n:23][cH:24][cH:25]3)[c:10]3[c:11]4[c:12]([cH:13][cH:14][cH:15][c:16]42)[cH:17][cH:18][cH:19]3)[cH:2][cH:3][cH:4][cH:5][cH:6]1. Reactants: [OH-].[Na+] (sodium hydroxide), ClC1=C(C=CC=C1)CN ((2-chlorophenyl)methylamine), O (water), C(C)(=O)OC(C)=O (acetic anhydride). Run in ClCCl (dichloromethane). Conditions: time 30 minute. Product: ClC1=C(C=CC=C1)CNC(C)=O (N-[(2-chlorophenyl)methyl]acetamide). RXN SMILES: [Cl:1][C:2]1[CH:7]=[CH:6][CH:5]=[CH:4][C:3]=1[CH2:8][NH2:9].[C:10](OC(=O)C)(=[O:12])[CH3:11].O.[OH-].[Na+]>ClCCl>[Cl:1][C:2]1[CH:7]=[CH:6][CH:5]=[CH:4][C:3]=1[CH2:8][NH:9][C:10](=[O:12])[CH3:11] |f:3.4|. Procedure: 42.8 kg (0.3 kmoles) of (2-chlorophenyl)methylamine was dissolved in 118.3 kg of dichloromethane and 32.2 kg (0.315 kmoles) of acetic anhydride was added dropwise at 20 to 40° C. over 1.5 hours, followed by aging at room temperature for 30 minutes. After the completion of the reaction, 60 kg of water was added 55.2 kg of an aqueous 25% sodium hydroxide solution was added dropwise at 20 to 40° C. over 20 minutes. The organic layer was partitioned to obtain 169.9 kg of a dichloromethane solution o... The reactants are CN(C)C(=O)Oc1cccnc1, CCOCC, O=C(OCCl)c1ccccc1. Product: CN(C)C(=O)Oc1ccc[n+](COC(=O)c2ccccc2)c1, [Cl-]. As a reaction SMILES: [CH3:1][N:2]([C:3](=[O:4])[O:5][c:6]1[cH:7][n:8][cH:9][cH:10][cH:11]1)[CH3:12].[CH3:24][CH2:25][O:26][CH2:27][CH3:28].[Cl:13][CH2:14][O:15][C:16]([c:17]1[cH:18][cH:19][cH:20][cH:21][cH:22]1)=[O:23]>>[CH3:1][N:2]([C:3](=[O:4])[O:5][c:6]1[cH:7][n+:8]([CH2:14][O:15][C:16]([c:17]2[cH:18][cH:19][cH:20][cH:21][cH:22]2)=[O:23])[cH:9][cH:10][cH:11]1)[CH3:12].[Cl-:13].